From a dataset of the Open Reaction Database (ORD), a public repository of structured organic reaction records. describe an organic reaction: reactants, conditions, products, and yield The reactants are ClCCl (dichloromethane), BrC1=CN=C2N1N=C(C=C2)Cl (3-bromo-6-chloroimidazo[1,2-b]pyridazine), COC1=NC=CC=C1B(O)O ((2-methoxypyridin-3-yl)boronic acid), C([O-])([O-])=O.[Cs+].[Cs+] (cesium carbonate), solution. Solvent: O (water), O (water), O1CCOCC1 (1,4-dioxane). Conditions: temperature 100 celsius. Product: ClC=1C=CC=2N(N1)C(=CN2)C=2C(=NC=CC2)OC (6-Chloro-3-(2-methoxypyridin-3-yl)imidazo[1,2-b]pyridazine). Yield: 62.2%. Reaction SMILES: Br[C:2]1[N:6]2[N:7]=[C:8]([Cl:11])[CH:9]=[CH:10][C:5]2=[N:4][CH:3]=1.[CH3:12][O:13][C:14]1[C:19](B(O)O)=[CH:18][CH:17]=[CH:16][N:15]=1.C(=O)([O-])[O-].[Cs+].[Cs+].ClCCl>O.O1CCOCC1>[Cl:11][C:8]1[CH:9]=[CH:10][C:5]2[N:6]([C:2]([C:19]3[C:14]([O:13][CH3:12])=[N:15][CH:16]=[CH:17][CH:18]=3)=[CH:3][N:4]=2)[N:7]=1 |f:2.3.4|. Reported procedure: A mixture of 3-bromo-6-chloroimidazo[1,2-b]pyridazine (Preparation 1b, 6.0 g, 25.81 mmol), (2-methoxypyridin-3-yl)boronic acid (3.3 g, 21.58 mmol), cesium carbonate (30 mL of a 2M solution in water, 60 mmol) and 1,4-dioxane (250 mL) in a Schlenk vial was subjected to three cycles of evacuation backfilling with argon. [1,1′-Bis(diphenyl phosphino)ferrocene]-dichloropalladium(II) complex with dichloromethane (1:1) (1.8 g, 2.16 mmol) was then added and the resulting mixture was again subjected to t... Starting materials: C(C1=CC=CC=C1)OC=1C(=CC(=NC1)COC(C1=CC=CC=C1)(C1=CC=CC=C1)C1=CC=CC=C1)OC1CCCC1 (5-benzyloxy-4-cyclopentyloxy-2-trityloxymethylpyridine). The reagents and catalysts are [Pd] (Palladium on charcoal). The solvent is C(C)O (ethanol). Run at time 3 hour. The product is C1(CCCC1)OC1=CC(=NC=C1O)COC(C1=CC=CC=C1)(C1=CC=CC=C1)C1=CC=CC=C1 (4-cyclopentyloxy-5-hydroxy-2-trityloxymethylpyridine). The yield is 93.2%. As a reaction SMILES: C([O:8][C:9]1[C:10]([O:36][CH:37]2[CH2:41][CH2:40][CH2:39][CH2:38]2)=[CH:11][C:12]([CH2:15][O:16][C:17]([C:30]2[CH:35]=[CH:34][CH:33]=[CH:32][CH:31]=2)([C:24]2[CH:29]=[CH:28][CH:27]=[CH:26][CH:25]=2)[C:18]2[CH:23]=[CH:22][CH:21]=[CH:20][CH:19]=2)=[N:13][CH:14]=1)C1C=CC=CC=1>[Pd].C(O)C>[CH:37]1([O:36][C:10]2[C:9]([OH:8])=[CH:14][N:13]=[C:12]([CH2:15][O:16][C:17]([C:30]3[CH:31]=[CH:32][CH:33]=[CH:34][CH:35]=3)([C:18]3[CH:19]=[CH:20][CH:21]=[CH:22][CH:23]=3)[C:24]3[CH:29]=[CH:28][CH:27]=[CH:26][CH:25]=3)[CH:11]=2)[CH2:38][CH2:39][CH2:40][CH2:41]1. Procedure: 5% Palladium on charcoal catalyst (2 g) is added to a solution of 5-benzyloxy-4-cyclopentyloxy-2-trityloxymethylpyridine (24.2 g) in ethanol (500 mL) and the mixture stirred at room temperature under a hydrogen atmosphere for 3 hours. After filtering the filtrate is concentrated in vacuo to give a colourless oil which is purified by flash chromatography (n-pentane/ethyl acetate 7:3 v/v as eluent on silica) to give 4-cyclopentyloxy-5-hydroxy-2-trityloxymethylpyridine (18.8 g) as a colourless foam...